Dataset: the Open Reaction Database (ORD), a public repository of structured organic reaction records. Task: describe an organic reaction: reactants, conditions, products, and yield Reactants: CC(C(=O)NC1=CC(=CC=C1)C1CCN(CC1)CCCC(C1=CC=CC=C1)=O)C (2-methyl-N-{3-[1-(4-oxo-4-phenylbutyl)-4-piperidinyl]phenyl}propanamide), Cl.CC1=C(C=CC=C1)NN (1-(2-methylphenyl)hydrazine hydrochloride). Yields the product CC(C(=O)NC1=CC(=CC=C1)C1CCN(CC1)CCC1=C(NC2=C(C=CC=C12)C)C1=CC=CC=C1)C (2-METHYL-N-(3-{1-[2-(7-METHYL-2-PHENYL-1H-INDOL-3-YL)ETHYL]-4-PIPERIDINYL}PHENYL)PROPANAMIDE). RXN SMILES: [CH3:1][CH:2]([CH3:29])[C:3]([NH:5][C:6]1[CH:11]=[CH:10][CH:9]=[C:8]([CH:12]2[CH2:17][CH2:16][N:15]([CH2:18][CH2:19][CH2:20][C:21](=O)[C:22]3[CH:27]=[CH:26][CH:25]=[CH:24][CH:23]=3)[CH2:14][CH2:13]2)[CH:7]=1)=[O:4].Cl.[CH3:31][C:32]1[CH:37]=[CH:36][CH:35]=[CH:34][C:33]=1[NH:38]N>>[CH3:1][CH:2]([CH3:29])[C:3]([NH:5][C:6]1[CH:11]=[CH:10][CH:9]=[C:8]([CH:12]2[CH2:17][CH2:16][N:15]([CH2:18][CH2:19][C:20]3[C:34]4[C:33](=[C:32]([CH3:31])[CH:37]=[CH:36][CH:35]=4)[NH:38][C:21]=3[C:22]3[CH:27]=[CH:26][CH:25]=[CH:24][CH:23]=3)[CH2:14][CH2:13]2)[CH:7]=1)=[O:4] |f:1.2|. Reported procedure: Prepared by Procedure E and Scheme M using 2-methyl-N-{3-[1-(4-oxo-4-phenylbutyl)-4-piperidinyl]phenyl}propanamide and 1-(2-methylphenyl)hydrazine hydrochloride: ESMS m/e: 480.2 (M+H)+. The reactants are C(C)N(C(=O)C=1OC(=CC1)Br)CC (N,N-diethyl-5-bromo-2-furancarboxamide), BrCCCCCCOCCCCC#C (6-[(6-bromohexyl)oxy]-1-hexyne), C1(CCCCC1)NC1CCCCC1 (N,N-dicyclohexylamine), Intermediate 9. Yields the product C(C)N(C(=O)C=1OC(=CC1)C#CCCCCOCCCCCCBr)CC (N,N-Diethyl-5-[6-[(6-bromohexyl)oxy]-1-hexynyl]-2-furancarboxamide). Yield: 73.2%. RXN SMILES: [CH2:1]([N:3]([CH2:12][CH3:13])[C:4]([C:6]1[O:7][C:8](Br)=[CH:9][CH:10]=1)=[O:5])[CH3:2].[Br:14][CH2:15][CH2:16][CH2:17][CH2:18][CH2:19][CH2:20][O:21][CH2:22][CH2:23][CH2:24][CH2:25][C:26]#[CH:27].C1(NC2CCCCC2)CCCCC1>>[CH2:1]([N:3]([CH2:12][CH3:13])[C:4]([C:6]1[O:7][C:8]([C:27]#[C:26][CH2:25][CH2:24][CH2:23][CH2:22][O:21][CH2:20][CH2:19][CH2:18][CH2:17][CH2:16][CH2:15][Br:14])=[CH:9][CH:10]=1)=[O:5])[CH3:2]. Reported procedure: N,N-diethyl-5-bromo-2-furancarboxamide (1.5 g) was treated with 6-[(6-bromohexyl)oxy]-1-hexyne (1.59 g) and N,N-dicyclohexylamine (2.10 g) according to the method of Intermediate 9 except that the reaction mixture was refluxed under nitrogen for 3 h and FCC eluting with hexane followed by hexane:ether (4:1→1:1) gave the title compound as an orange oil (1.90 g), t.l.c. (hexane:ether 1:1) Rf 0.15.